describe an organic reaction: reactants, conditions, products, and yield From a dataset of the Open Reaction Database (ORD), a public repository of structured organic reaction records. Starting materials: CC(=O)Oc1cc(CC(=O)OC(C)(C)C)cc(C)c1[N+](=O)[O-], CCOC(C)=O, CO, [Cl-], [Li+], [Na+], [OH-], O. The product is Cc1cc(CC(=O)OC(C)(C)C)cc(O)c1[N+](=O)[O-]. Reaction SMILES: [C:1](=[O:2])([CH3:3])[O:4][c:5]1[cH:6][c:7]([CH2:15][C:16](=[O:17])[O:18][C:19]([CH3:20])([CH3:21])[CH3:22])[cH:8][c:9]([CH3:14])[c:10]1[N+:11](=[O:12])[O-:13].[CH3:25][CH2:26][O:27][C:28](=[O:29])[CH3:30].[CH3:33][OH:34].[Cl-:32].[Li+:23].[Na+:31].[OH-:24].[OH2:35]>>[OH:4][c:5]1[cH:6][c:7]([CH2:15][C:16](=[O:17])[O:18][C:19]([CH3:20])([CH3:21])[CH3:22])[cH:8][c:9]([CH3:14])[c:10]1[N+:11](=[O:12])[O-:13]. Starting materials: CCO, Cl, N#Cc1ccc(O)cc1F, [H][H], [OH-], [OH-], [Pd+2]. The product is Cl, NCc1ccc(O)cc1F. As a reaction SMILES: [CH3:17][CH2:18][OH:19].[ClH:11].[F:1][c:2]1[c:3]([C:4]#[N:5])[cH:6][cH:7][c:8]([OH:10])[cH:9]1.[H:12][H:13].[OH-:14].[OH-:16].[Pd+2:15]>>[ClH:11].[F:1][c:2]1[c:3]([CH2:4][NH2:5])[cH:6][cH:7][c:8]([OH:10])[cH:9]1. Reactants: CCc1cccc(CC)c1N, CC(C)C=O, O, Cc1ccc(S(=O)(=O)O)cc1, c1ccccc1. The product is CCc1cccc(CC)c1N=CC(C)C. As a reaction SMILES: [CH2:1]([CH3:2])[c:3]1[c:4]([NH2:5])[c:6]([CH2:10][CH3:11])[cH:7][cH:8][cH:9]1.[CH:12]([CH:13]([CH3:14])[CH3:15])=[O:16].[OH2:17].[c:18]1([CH3:19])[cH:20][cH:21][c:22]([S:23]([OH:24])(=[O:25])=[O:26])[cH:27][cH:28]1.[cH:29]1[cH:30][cH:31][cH:32][cH:33][cH:34]1>>[CH2:1]([CH3:2])[c:3]1[c:4]([N:5]=[CH:12][CH:13]([CH3:14])[CH3:15])[c:6]([CH2:10][CH3:11])[cH:7][cH:8][cH:9]1. Reactants: O1C(=NC2=C1C=CC=C2)S (2-benzoxazolethiol), ClCCN1CCC(CC1)NC1=NC2=C(N1CC1=CC=C(C=C1)F)C=CC=C2 (N-[1-(2-chloroethyl)-4-piperidinyl]-1-[(4-fluorophenyl)methyl]-1H-benzimidazol-2-amine), C([O-])([O-])=O.[K+].[K+] (potassium carbonate). Solvent: CC(C)=O (2-propanone). The product is O1C(=NC2=C1C=CC=C2)SCCN2CCC(CC2)NC2=NC1=C(N2CC2=CC=C(C=C2)F)C=CC=C1 (N-[1-[2-[(2-benzoxazolyl)thio]ethyl]-4-piperidinyl]-1-[(4-fluorophenyl)methyl]-1H-benzimidazol-2-amine). The yield is 50.0%. Reaction SMILES: [O:1]1[C:5]2[CH:6]=[CH:7][CH:8]=[CH:9][C:4]=2[N:3]=[C:2]1[SH:10].Cl[CH2:12][CH2:13][N:14]1[CH2:19][CH2:18][CH:17]([NH:20][C:21]2[N:25]([CH2:26][C:27]3[CH:32]=[CH:31][C:30]([F:33])=[CH:29][CH:28]=3)[C:24]3[CH:34]=[CH:35][CH:36]=[CH:37][C:23]=3[N:22]=2)[CH2:16][CH2:15]1.C(=O)([O-])[O-].[K+].[K+]>CC(=O)C>[O:1]1[C:5]2[CH:6]=[CH:7][CH:8]=[CH:9][C:4]=2[N:3]=[C:2]1[S:10][CH2:12][CH2:13][N:14]1[CH2:15][CH2:16][CH:17]([NH:20][C:21]2[N:25]([CH2:26][C:27]3[CH:32]=[CH:31][C:30]([F:33])=[CH:29][CH:28]=3)[C:24]3[CH:34]=[CH:35][CH:36]=[CH:37][C:23]=3[N:22]=2)[CH2:18][CH2:19]1 |f:2.3.4|. Procedure details: A mixture of 1.5 parts of 2-benzoxazolethiol, 4.6 parts of N-[1-(2-chloroethyl)-4-piperidinyl]-1-[(4-fluorophenyl)methyl]-1H-benzimidazol-2-amine, 4.2 parts of potassium carbonate and 120 parts of 2-propanone was stirred and refluxed overnight. The reaction mixture was evaporated and the residue was taken up in water. The product was extracted with dichloromethane. The extract was dried, filtered and evaporated. The residue was purified by column chromatography over silica gel using a mixture of... Starting materials: COC(CCC1=C(C=CC=C1CCCCCCOC1OCCCC1)OCCCC(=O)OCC)=O (rac-2-(4-ethoxy-4-oxobutoxy)-6-[6-[(tetrahydro-2H-pyran-2-yl)oxy]hexyl]benzenepropanoic acid methyl ester), O.C1(=CC=C(C=C1)S(=O)(=O)O)C (p-toluenesulfonic acid monohydrate). Solvent: CO (methanol). The product is COC(CCC1=C(C=CC=C1OCCCC(=O)OC)CCCCCCO)=O (2-(6-hydroxyhexyl)-6-(4-methoxy-4-oxobutoxy)benzenepropanoic acid methyl ester). The yield is 92.4%. Reaction SMILES: [CH3:1][O:2][C:3](=[O:34])[CH2:4][CH2:5][C:6]1[C:11]([CH2:12][CH2:13][CH2:14][CH2:15][CH2:16][CH2:17][O:18]C2CCCCO2)=[CH:10][CH:9]=[CH:8][C:7]=1[O:25][CH2:26][CH2:27][CH2:28][C:29]([O:31][CH2:32]C)=[O:30].O.C1(C)C=CC(S(O)(=O)=O)=CC=1>CO>[CH3:1][O:2][C:3](=[O:34])[CH2:4][CH2:5][C:6]1[C:7]([O:25][CH2:26][CH2:27][CH2:28][C:29]([O:31][CH3:32])=[O:30])=[CH:8][CH:9]=[CH:10][C:11]=1[CH2:12][CH2:13][CH2:14][CH2:15][CH2:16][CH2:17][OH:18] |f:1.2|. Reported procedure: A solution of 9.74 g (ca. 20 mmol) of rac-2-(4-ethoxy-4-oxobutoxy)-6-[6-[(tetrahydro-2H-pyran-2-yl)oxy]hexyl]benzenepropanoic acid methyl ester from the preceding example, and 0.53 g of p-toluenesulfonic acid monohydrate, in 270 mL of methanol was stirred and refluxed for 21.5 hr. Most of the solvent was removed in vacuo and the residue was dissolved in ether. The ether solution was washed with saturated sodium bicarbonate solution and processed in the usual manner giving an oil. This material w... The reactants are NC1=CC=C(C=C1)CC(=O)OC (Methyl 4-aminophenylacetate), C1CO1 (ethylene oxide), C(C)(=O)O (acetic acid). The product is OCCN(CCO)C1=CC=C(C=C1)CC(=O)OC (Methyl 4-[N,N-bis(2-hydroxyethyl)amino]phenylacetate), crystals. Yield: 72.6%. As a reaction SMILES: [NH2:1][C:2]1[CH:7]=[CH:6][C:5]([CH2:8][C:9]([O:11][CH3:12])=[O:10])=[CH:4][CH:3]=1.[CH2:13]1[O:15][CH2:14]1.[C:16](O)(=[O:18])[CH3:17]>>[OH:18][CH2:16][CH2:17][N:1]([C:2]1[CH:3]=[CH:4][C:5]([CH2:8][C:9]([O:11][CH3:12])=[O:10])=[CH:6][CH:7]=1)[CH2:14][CH2:13][OH:15]. Procedure: Methyl 4-aminophenylacetate (5.5 g; 33 mmol) was reacted with 45 g (341 mmol, 10 equivalents) of ethylene oxide in 33 ml of 30% acetic acid, followed by post treatments. The crude product so obtained was purified by chromatography on a silica gel column (n-hexane/ethyl acetate=1/2→1/4) and washed with n-hexane, whereby 6.07 g (24.0 mmol) of the title compound were obtained as white crystals (yield: 72.6%).